Dataset: the Open Reaction Database (ORD), a public repository of structured organic reaction records. Task: describe an organic reaction: reactants, conditions, products, and yield Reactants: [H-].[H-].[H-].[H-].[Li+].[Al+3] (LiAlH4), CN1CCN(CC1)C1=CC(=C(C(=O)O)C=C1)N(C(C(F)(F)F)=O)C1CCOCC1 (4-(4-methylpiperazine-1-yl)-2-(2,2,2-trifluoro-N-(tetrahydro-2H-pyran-4-yl)acetamido)benzoic acid), O (water), O (water). Solvent: O1CCCC1 (tetrahydrofuran), O1CCCC1 (tetrahydrofuran). Run at temperature 0 celsius, time 1 hour. The product is CN1CCN(CC1)C1=CC(=C(C=C1)CO)NC1CCOCC1 ((4-(4-methylpiperazine-1-yl)-2-(tetrahydro-2H-pyran-4-ylamino)phenyl)methanol). The yield is 77.2%. RXN SMILES: [CH3:1][N:2]1[CH2:7][CH2:6][N:5]([C:8]2[CH:16]=[CH:15][C:11]([C:12](O)=[O:13])=[C:10]([N:17]([CH:24]3[CH2:29][CH2:28][O:27][CH2:26][CH2:25]3)C(=O)C(F)(F)F)[CH:9]=2)[CH2:4][CH2:3]1.[H-].[H-].[H-].[H-].[Li+].[Al+3].O>O1CCCC1>[CH3:1][N:2]1[CH2:3][CH2:4][N:5]([C:8]2[CH:16]=[CH:15][C:11]([CH2:12][OH:13])=[C:10]([NH:17][CH:24]3[CH2:29][CH2:28][O:27][CH2:26][CH2:25]3)[CH:9]=2)[CH2:6][CH2:7]1 |f:1.2.3.4.5.6|. Procedure details: 500 mg (1.060 mmol) of 4-(4-methylpiperazine-1-yl)-2-(2,2,2-trifluoro-N-(tetrahydro-2H-pyran-4-yl)acetamido)benzoic acid dissolved in 5 ml of tetrahydrofuran is added at 0° C. to a suspension of 201 mg (5.30 mmol) of LiAlH4 in 9 ml of tetrahydrofuran. The reaction mixture is stirred at 0° C. for 1 hour and then at room temperature for 3 hours. The reaction mixture is cooled at 0° C. and then, drop by drop, 200 μl water, then 200 μl of soda solution (15% by weight) and finally 1 ml of water are a... Starting materials: C[Si](C)(C)Cl, CC#N, COC=Cc1cc(F)cc(-c2nnc(-c3ccc(OC(C)C)c(C(F)(F)F)c3)s2)c1OC, [I-], [Na+], O. Yields the product COc1c(CC=O)cc(F)cc1-c1nnc(-c2ccc(OC(C)C)c(C(F)(F)F)c2)s1. As a reaction SMILES: [CH3:35][Si:36]([Cl:37])([CH3:38])[CH3:39].[CH3:41][C:42]#[N:43].[F:1][c:2]1[cH:3][c:4]([CH:29]=[CH:30][O:31][CH3:32])[c:5]([O:27][CH3:28])[c:6](-[c:8]2[s:9][c:10](-[c:13]3[cH:14][c:15]([C:23]([F:24])([F:25])[F:26])[c:16]([O:19][CH:20]([CH3:21])[CH3:22])[cH:17][cH:18]3)[n:11][n:12]2)[cH:7]1.[I-:34].[Na+:33].[OH2:40]>>[F:1][c:2]1[cH:3][c:4]([CH2:29][CH:30]=[O:31])[c:5]([O:27][CH3:28])[c:6](-[c:8]2[s:9][c:10](-[c:13]3[cH:14][c:15]([C:23]([F:24])([F:25])[F:26])[c:16]([O:19][CH:20]([CH3:21])[CH3:22])[cH:17][cH:18]3)[n:11][n:12]2)[cH:7]1. As a reaction SMILES: [CH3:21][CH2:22][OH:23].[ClH:18].[H:19][H:20].[c:1]1([CH2:2][N:8]2[CH2:9][CH2:10][c:11]3[c:12]([cH:15][nH:16][n:17]3)[CH2:13][CH2:14]2)[cH:3][cH:4][cH:5][cH:6][cH:7]1>>[ClH:18].[NH:8]1[CH2:9][CH2:10][c:11]2[c:12]([cH:15][nH:16][n:17]2)[CH2:13][CH2:14]1. Product: Cl, c1[nH]nc2c1CCNCC2. Starting materials: CCO, Cl, [H][H], c1ccc(CN2CCc3c[nH]nc3CC2)cc1. Reactants: COC1=CC=C(CN2C(=NC3=C2C=CC=C3)CC(CC(=O)O)(C)C)C=C1 (4-[1-(4-methoxybenzyl)benzimidazol-2-yl]-3,3-dimethylbutanoic acid). The solvent is C(C)(=O)O (acetic acid), Br (hydrobromic acid). Yields the product OC1=CC=C(CN2C(=NC3=C2C=CC=C3)CC(CC(=O)O)(C)C)C=C1 (4-[1-(4-hydroxybenzyl)benzimidazol-2-yl]-3,3-dimethylbutanoic acid). The yield is 20.8%. As a reaction SMILES: C[O:2][C:3]1[CH:26]=[CH:25][C:6]([CH2:7][N:8]2[C:12]3[CH:13]=[CH:14][CH:15]=[CH:16][C:11]=3[N:10]=[C:9]2[CH2:17][C:18]([CH3:24])([CH3:23])[CH2:19][C:20]([OH:22])=[O:21])=[CH:5][CH:4]=1>C(O)(=O)C.Br>[OH:2][C:3]1[CH:4]=[CH:5][C:6]([CH2:7][N:8]2[C:12]3[CH:13]=[CH:14][CH:15]=[CH:16][C:11]=3[N:10]=[C:9]2[CH2:17][C:18]([CH3:23])([CH3:24])[CH2:19][C:20]([OH:22])=[O:21])=[CH:25][CH:26]=1. Reported procedure: 2 g of 4-[1-(4-methoxybenzyl)benzimidazol-2-yl]-3,3-dimethylbutanoic acid, prepared in Example 68, are dissolved in 40 ml of acetic acid and 40 ml of 48% hydrobromic acid. The mixture is refluxed for 3 hours and the solvents are evaporated off under vacuum. The residue is taken up with a 1 N solution of sodium hydroxide so as to adjust the pH to 9-10, and the resulting aqueous phase is washed with ether and then acidified with sulfur dioxide to pH 5.5. The crystals obtained are filtered off, was... Starting materials: FC1=C(C=CC=C1)N1N=NC(=C1COC1=NC=C(C(=O)O)C=C1)C (6-((1-(2-fluorophenyl)-4-methyl-1H-1,2,3-triazol-5-yl)methoxy)nicotinic acid), FC1=CC=C(C=C1)N1N=NC(=C1COC1=NC=C(C(=O)O)C=C1)C (6-[3-(4-fluoro-phenyl)-5-methyl-3H-[1,2,3]triazol-4-ylmethoxy]-nicotinic acid). Product: FC1=C(C=CC=C1)N1N=NC(=C1COC1=NC=C(C(=O)NC(C)C)C=C1)C (6-((1-(2-Fluorophenyl)-4-methyl-1H-1,2,3-triazol-5-yl)methoxy)-N-isopropylnicotinamide). Yield: 78.0%. As a reaction SMILES: [F:1][C:2]1[CH:7]=[CH:6][CH:5]=[CH:4][C:3]=1[N:8]1[C:12]([CH2:13][O:14][C:15]2[CH:23]=[CH:22][C:18]([C:19]([OH:21])=O)=[CH:17][N:16]=2)=[C:11]([CH3:24])[N:10]=[N:9]1.FC1C=[CH:30][C:29]([N:32]2C(COC3C=CC(C(O)=O)=CN=3)=C(C)N=N2)=[CH:28]C=1>>[F:1][C:2]1[CH:7]=[CH:6][CH:5]=[CH:4][C:3]=1[N:8]1[C:12]([CH2:13][O:14][C:15]2[CH:23]=[CH:22][C:18]([C:19]([NH:32][CH:29]([CH3:30])[CH3:28])=[O:21])=[CH:17][N:16]=2)=[C:11]([CH3:24])[N:10]=[N:9]1. Reported procedure: As described for example 62, 6-((1-(2-fluorophenyl)-4-methyl-1H-1,2,3-triazol-5-yl)methoxy)nicotinic acid (55 mg, 0.17 mmol), instead of 6-[3-(4-fluoro-phenyl)-5-methyl-3H-[1,2,3]triazol-4-ylmethoxy]-nicotinic acid, was converted to the title compound (48 mg, 78%) which was obtained as a white foam. MS: m/e=370.1 [M+H]+. The reactants are ClCCN1C2CC(CC1CC2)C2=CC1=CC=CC=C1C=C2 (8-(2-chloroethyl)-3-(2-naphthyl)-8-azabicyclo[3.2.1]octane), N1=CC=CC2=CC=CC(=C12)S (8-quinolinethiol). The product is C1=C(C=CC2=CC=CC=C12)C1CC2CCC(C1)N2CCSC=2C=CC=C1C=CC=NC21 (8-({2-[3-(2-Naphthyl)-8-azabicyclo[3.2.1]oct-8-yl]ethyl}sulfanyl)quinoline), tan solid. Yield: 36.0%. As a reaction SMILES: Cl[CH2:2][CH2:3][N:4]1[CH:9]2[CH2:10][CH2:11][CH:5]1[CH2:6][CH:7]([C:12]1[CH:21]=[CH:20][C:19]3[C:14](=[CH:15][CH:16]=[CH:17][CH:18]=3)[CH:13]=1)[CH2:8]2.[N:22]1[C:31]2[C:26](=[CH:27][CH:28]=[CH:29][C:30]=2[SH:32])[CH:25]=[CH:24][CH:23]=1>>[CH:13]1[C:14]2[C:19](=[CH:18][CH:17]=[CH:16][CH:15]=2)[CH:20]=[CH:21][C:12]=1[CH:7]1[CH2:6][CH:5]2[N:4]([CH2:3][CH2:2][S:32][C:30]3[CH:29]=[CH:28][CH:27]=[C:26]4[C:31]=3[N:22]=[CH:23][CH:24]=[CH:25]4)[CH:9]([CH2:10][CH2:11]2)[CH2:8]1. Procedure: The title compound was prepared by the procedure described in Example 8, Step 5, except that 8-(2-chloroethyl)-3-(2-naphthyl)-8-azabicyclo[3.2.1]octane was used in place of 8-(2-chloroethyl)-3-(2-naphthyl)-8-azabicyclo[3.2.1]oct-2-ene, and 8-quinolinethiol was used in place of 6-methoxyquinolin-8-ol. Yield: 36% of a tan solid. The corresponding oxalate salt was prepared by combining the title compound with 1 equiv. of oxalic acid in CH2Cl2/MeOH to precipitate a white solid. Yield: 71%; mp: 200-2... The reactants are C1(=CC=CC=C1)C1=CC=C(C=O)C=C1 (4-phenylbenzaldehyde), C(CC(=O)O)(=O)O (malonic acid), N1CCCCC1 (piperidine). The solvent is N1=CC=CC=C1 (pyridine). The product is C1(=CC=CC=C1)C1=CC=C(C=CC(=O)O)C=C1 (4-phenylcinnamic acid). Yield: 76.2%. RXN SMILES: [C:1]1([C:7]2[CH:14]=[CH:13][C:10]([CH:11]=O)=[CH:9][CH:8]=2)[CH:6]=[CH:5][CH:4]=[CH:3][CH:2]=1.C(O)(=O)[CH2:16][C:17]([OH:19])=[O:18].N1CCCCC1>N1C=CC=CC=1>[C:1]1([C:7]2[CH:14]=[CH:13][C:10]([CH:11]=[CH:16][C:17]([OH:19])=[O:18])=[CH:9][CH:8]=2)[CH:6]=[CH:5][CH:4]=[CH:3][CH:2]=1. Reported procedure: A mixture of 4-phenylbenzaldehyde (5.17 g, 28.4 mmol), malonic acid (4.0 g), pyridine (20 ml), and piperidine (0.5 ml) was heated until gas evolution began. Heating was continued until gas evolution ceased (about 30 minutes at 90°-100° C.). The mixture was cooled, and the solid product triturated with boiling methanol (150 ml) and enough concentrated HCl to make the mixture acidic. The mixture was cooled, and the product collected by filtration, washed with water and methanol, and dried in vacuo...